Dataset: the Open Reaction Database (ORD), a public repository of structured organic reaction records. Task: describe an organic reaction: reactants, conditions, products, and yield Reactants: CC(=O)C (acetone), O=C[C@H](O)[C@@H](O)[C@H](O)CO (D-xylose), I (hydriodic acid), N1=CC=CC=C1 (pyridine). Conditions: temperature 60 celsius, time 5 hour. Product: CC1(OC[C@@H]2[C@H](O1)[C@@H]3[C@H](O2)OC(O3)(C)C)C (1,2:3,5-di-O-isopropylidene-α-D-xylofuranose). Isolated yield 83.6%. Reaction SMILES: [CH3:1][C:2]([CH3:4])=[O:3].O=[CH:6][C@@H:7]([C@H:9]([C@@H:11]([CH2:13][OH:14])[OH:12])[OH:10])[OH:8].I.N1C=C[CH:19]=[CH:18][CH:17]=1>>[CH3:1][C:2]1([CH3:4])[O:10][C@@H:9]2[C@H:11]3[O:12][C:18]([CH3:19])([CH3:17])[O:14][C@H:13]3[O:8][C@@H:7]2[CH2:6][O:3]1. Procedure: To 200 ml of acetone were added 10.0 g of D-xylose and 175 mg of hydriodic acid (57%) and the mixture was refluxed with stirring in a water bath at 60° C. for 5 hours. During this reaction, the refluxing solvent was dried with 20 g of Molecular Sieves 3A interposed between the reaction vessel and the cooling jacket. After completion of the reaction, a small amount of pyridine was added and the acetone was distilled off under reduced pressure. The residue was dissolved in benzene and the benzene ... The reactants are CC(C)(C)OC(=O)N1CCOc2cc(Br)ccc2C1, COCCNCCOC, CC(C)(C)[O-], [Na+], C1COCCO1, O=C(C=Cc1ccccc1)C=Cc1ccccc1, O=C(C=Cc1ccccc1)C=Cc1ccccc1, O=C(C=Cc1ccccc1)C=Cc1ccccc1, O, [Pd], [Pd]. Product: COCCN(CCOC)c1ccc2c(c1)OCCN(C(=O)OC(C)(C)C)C2. Reaction SMILES: [Br:1][c:2]1[cH:3][c:4]2[c:5]([cH:18][cH:19]1)[CH2:6][N:7]([C:11](=[O:12])[O:13][C:14]([CH3:15])([CH3:16])[CH3:17])[CH2:8][CH2:9][O:10]2.[CH3:20][O:21][CH2:22][CH2:23][NH:24][CH2:25][CH2:26][O:27][CH3:28].[CH3:29][C:30]([CH3:31])([O-:32])[CH3:33].[Na+:34].[O:35]1[CH2:36][CH2:37][O:38][CH2:39][CH2:40]1.[O:43]=[C:44]([CH:45]=[CH:46][c:47]1[cH:48][cH:49][cH:50][cH:51][cH:52]1)[CH:53]=[CH:54][c:55]1[cH:56][cH:57][cH:58][cH:59][cH:60]1.[O:61]=[C:62]([CH:63]=[CH:64][c:65]1[cH:66][cH:67][cH:68][cH:69][cH:70]1)[CH:71]=[CH:72][c:73]1[cH:74][cH:75][cH:76][cH:77][cH:78]1.[O:79]=[C:80]([CH:81]=[CH:82][c:83]1[cH:84][cH:85][cH:86][cH:87][cH:88]1)[CH:89]=[CH:90][c:91]1[cH:92][cH:93][cH:94][cH:95][cH:96]1.[OH2:97].[Pd:41].[Pd:42]>>[c:2]1([N:24]([CH2:23][CH2:22][O:21][CH3:20])[CH2:25][CH2:26][O:27][CH3:28])[cH:3][c:4]2[c:5]([cH:18][cH:19]1)[CH2:6][N:7]([C:11](=[O:12])[O:13][C:14]([CH3:15])([CH3:16])[CH3:17])[CH2:8][CH2:9][O:10]2. Starting materials: C1(CCCO1)=O (Butyrolactone), CC1=CNC2=CC=CC=C12 (3-Methylindole), [H-].[Na+] (sodium hydride), [H][H] (hydrogen). Run in CN(C=O)C (dimethylformamide). Yields the product CC1=CN(C2=CC=CC=C12)CCCC(=O)O (3-Methyl-1H-indole-1-butanoic Acid). RXN SMILES: [CH3:1][C:2]1[C:10]2[C:5](=[CH:6][CH:7]=[CH:8][CH:9]=2)[NH:4][CH:3]=1.[H-].[Na+].[H][H].[C:15]1(=[O:20])[O:19][CH2:18][CH2:17][CH2:16]1>CN(C)C=O>[CH3:1][C:2]1[C:10]2[C:5](=[CH:6][CH:7]=[CH:8][CH:9]=2)[N:4]([CH2:18][CH2:17][CH2:16][C:15]([OH:20])=[O:19])[CH:3]=1 |f:1.2|. Procedure: 3-Methylindole (13.1 g; 1 eq) and sodium hydride (5 g of 50% suspension--1 eq) were melted together in a 3-neck round bottom flask immersed in 100° C. oil bath until evolution of hydrogen gas ceased. The mixture was cooled down and dissolved in 250 mL of dry dimethylformamide. Butyrolactone (17.2 g--2 eq) was added and the solution was refluxed for 7 hr and poured on ice. The mixture was extracted with diethyl ether, and the acid was liberated with 10% hydrochloric acid solution. The mixture was... Starting materials: FC(C1=CC(=NC=2N1N=CC2C#C)C2=CC(=CC=C2)OCC)F (7-difluoromethyl-5-(3-ethoxy-phenyl)-3-ethynyl-pyrazolo[1,5-a]pyrimidine), BrC=1C=C(C=CC1)S(=O)(=O)N (3-bromobenzene-sulfonamide). The product is FC(C1=CC(=NC=2N1N=CC2C#CC=2C=C(C=CC2)S(=O)(=O)N)C2=CC(=CC=C2)OCC)F (3-[7-Difluoromethyl-5-(3-ethoxy-phenyl)-pyrazolo[1,5-a]pyrimidin-3-ylethynyl]-benzenesulfonamide), foam. Yield: 11.0%. RXN SMILES: [F:1][CH:2]([F:23])[C:3]1[N:8]2[N:9]=[CH:10][C:11]([C:12]#[CH:13])=[C:7]2[N:6]=[C:5]([C:14]2[CH:19]=[CH:18][CH:17]=[C:16]([O:20][CH2:21][CH3:22])[CH:15]=2)[CH:4]=1.Br[C:25]1[CH:26]=[C:27]([S:31]([NH2:34])(=[O:33])=[O:32])[CH:28]=[CH:29][CH:30]=1>>[F:23][CH:2]([F:1])[C:3]1[N:8]2[N:9]=[CH:10][C:11]([C:12]#[C:13][C:25]3[CH:26]=[C:27]([S:31]([NH2:34])(=[O:33])=[O:32])[CH:28]=[CH:29][CH:30]=3)=[C:7]2[N:6]=[C:5]([C:14]2[CH:19]=[CH:18][CH:17]=[C:16]([O:20][CH2:21][CH3:22])[CH:15]=2)[CH:4]=1. Reported procedure: The title compound was prepared from 7-difluoromethyl-5-(3-ethoxy-phenyl)-3-ethynyl-pyrazolo[1,5-a]pyrimidine (example C.19) (313 g, 1.0 mmol) and commercially available 3-bromobenzene-sulfonamide (307 mg, 1.3 mmol) according to general procedure II. Obtained as a yellow foam (50 mg, 11%). MS (ISP) 469.3 [(M+H)+]; mp 167-168° C. Reactants: CC(NC(=O)OC(C)(C)C)c1cccc(N2CCN(C)CC2)c1, Cl, C1COCCO1. Yields the product CC(N)c1cccc(N2CCN(C)CC2)c1. As a reaction SMILES: [C:1]([O:2][C:3](=[O:4])[NH:7][CH:8]([CH3:9])[c:10]1[cH:11][c:12]([N:16]2[CH2:17][CH2:18][N:19]([CH3:22])[CH2:20][CH2:21]2)[cH:13][cH:14][cH:15]1)([CH3:5])([CH3:6])[CH3:23].[ClH:24].[O:25]1[CH2:26][CH2:27][O:28][CH2:29][CH2:30]1>>[NH2:7][CH:8]([CH3:9])[c:10]1[cH:11][c:12]([N:16]2[CH2:17][CH2:18][N:19]([CH3:22])[CH2:20][CH2:21]2)[cH:13][cH:14][cH:15]1. Reactants: Clc1sccc1Br, [Li]CCCC, CCCCCC, CCOCC, O=Cc1ccc2ccccc2c1, O. Product: OC(c1ccc2ccccc2c1)c1ccsc1Cl. Reaction SMILES: [Br:6][c:7]1[c:8]([Cl:12])[s:9][cH:10][cH:11]1.[CH2:1]([Li:2])[CH2:3][CH2:4][CH3:5].[CH3:26][CH2:27][CH2:28][CH2:29][CH2:30][CH3:31].[CH3:32][CH2:33][O:34][CH2:35][CH3:36].[CH:13](=[O:14])[c:15]1[cH:16][cH:17][c:18]2[cH:19][cH:20][cH:21][cH:22][c:23]2[cH:24]1.[OH2:25]>>[c:7]1([CH:13]([OH:14])[c:15]2[cH:16][cH:17][c:18]3[cH:19][cH:20][cH:21][cH:22][c:23]3[cH:24]2)[c:8]([Cl:12])[s:9][cH:10][cH:11]1. Starting materials: BrC1=CC=C(O1)C(=O)O (5-Bromofuroic acid), NCP(OCC)(OCC)=O (diethyl aminomethylphosphonate), C[Si](C)(C)Br (TMSBr). Yields the product P(=O)(O)(O)CNC(=O)C=1OC(=CC1)Br (N-(Phosphonomethyl)-5-bromofuran-2-carboxamide). Reported procedure: 5-Bromofuroic acid was reacted with diethyl aminomethylphosphonate in a manner similar to that described in Step D, Example 5. The product was treated with TMSBr as described in Step D, Example 1 to provide the title compound (no. 8.01) as a solid. HPLC Rt=3.72 min; negative ion electrospray MS M−1 found: 282/284. As a reaction SMILES: [Br:1][C:2]1[O:6][C:5]([C:7]([OH:9])=O)=[CH:4][CH:3]=1.[NH2:10][CH2:11][P:12](=[O:19])([O:16]CC)[O:13]CC.C[Si](Br)(C)C>>[P:12]([CH2:11][NH:10][C:7]([C:5]1[O:6][C:2]([Br:1])=[CH:3][CH:4]=1)=[O:9])([OH:19])([OH:16])=[O:13].